Dataset: the Open Reaction Database (ORD), a public repository of structured organic reaction records. Task: describe an organic reaction: reactants, conditions, products, and yield Reactants: Cl.ClC1=CC(=C(C(=S)NC(CCCN(CC)CC)C)C=C1)[N+](=O)[O-] (4-chloro-N-[4-(diethylamino)-1-methylbutyl]-2-nitrothiobenzamide hydrochloride), ClC1=CC=2C(=C(SN2)NC(CCCN(CC)CC)C)C=C1 (6-chloro-3-[4-(diethylamino)-1-methylbutylamino]-2,1-benzisothiazole). The solvent is C(CCCCCCC)O (n-octanol). Run at time 4.5 hour. Product: ClC1=CC(=C(C(=S)NC(CCCN(CC)CC)C)C=C1)[N+](=O)[O-] (4-chloro-N-[4-(diethylamino)-1-methylbutyl]-2-nitrothiobenzamide). The yield is 326.4%. As a reaction SMILES: Cl.[Cl:2][C:3]1[CH:21]=[CH:20][C:6]([C:7]([NH:9][CH:10]([CH3:19])[CH2:11][CH2:12][CH2:13][N:14]([CH2:17][CH3:18])[CH2:15][CH3:16])=[S:8])=[C:5]([N+:22]([O-:24])=[O:23])[CH:4]=1.ClC1C=CC2=C(NC(C)CCCN(CC)CC)SN=C2C=1>C(O)CCCCCCC>[Cl:2][C:3]1[CH:21]=[CH:20][C:6]([C:7]([NH:9][CH:10]([CH3:19])[CH2:11][CH2:12][CH2:13][N:14]([CH2:15][CH3:16])[CH2:17][CH3:18])=[S:8])=[C:5]([N+:22]([O-:24])=[O:23])[CH:4]=1 |f:0.1|. Procedure: Starting with 1030 g. (2.61 moles) of 4-chloro-N-[4-(diethylamino)-1-methylbutyl]-2-nitrothiobenzamide hydrochloride, the above procedure was repeated except that after the addition was complete the reaction mixture was stirred 4.5 hours without cooling; then treated with 150 ml. of n-octanol and stirred overnight at room temperature. The product was isolated as described above to give 715 g. of 6-chloro-3-[4-(diethylamino)-1-methylbutylamino]-2,1-benzisothiazole. A similar run starting with 3,3...